From a dataset of the Open Reaction Database (ORD), a public repository of structured organic reaction records. describe an organic reaction: reactants, conditions, products, and yield Reactants: BrCC1=C(C=CC=C1)C1=CC=C(C=C1)Cl (2-(bromomethyl)-4′-chlorobiphenyl), C1(=CC=CC=C1)P(C1=CC=CC=C1)C1=CC=CC=C1 (triphenylphosphine). Solvent: C=1(C(=CC=CC1)C)C (xylene). Yields the product [Br-].ClC1=CC=C(C=C1)C1=C(C=CC=C1)C[P+](C1=CC=CC=C1)(C1=CC=CC=C1)C1=CC=CC=C1 ([(4′-chloro-1,1′-biphenyl-2-yl)methyl](triphenyl)phosphonium bromide). Reaction SMILES: [Br:1][CH2:2][C:3]1[CH:8]=[CH:7][CH:6]=[CH:5][C:4]=1[C:9]1[CH:14]=[CH:13][C:12]([Cl:15])=[CH:11][CH:10]=1.[C:16]1([P:22]([C:29]2[CH:34]=[CH:33][CH:32]=[CH:31][CH:30]=2)[C:23]2[CH:28]=[CH:27][CH:26]=[CH:25][CH:24]=2)[CH:21]=[CH:20][CH:19]=[CH:18][CH:17]=1>C1(C)C(C)=CC=CC=1>[Br-:1].[Cl:15][C:12]1[CH:13]=[CH:14][C:9]([C:4]2[CH:5]=[CH:6][CH:7]=[CH:8][C:3]=2[CH2:2][P+:22]([C:23]2[CH:24]=[CH:25][CH:26]=[CH:27][CH:28]=2)([C:29]2[CH:34]=[CH:33][CH:32]=[CH:31][CH:30]=2)[C:16]2[CH:17]=[CH:18][CH:19]=[CH:20][CH:21]=2)=[CH:10][CH:11]=1 |f:3.4|. Reported procedure: A mixture of Example 37B (8.05 g) and triphenylphosphine (7.5 g) in xylene (100 mL) was heated to 110° C. for one hour. The reaction was cooled and filtered, and the solid washed with toluene, and vacuum-dried to give the title compound.